From a dataset of the Open Reaction Database (ORD), a public repository of structured organic reaction records. describe an organic reaction: reactants, conditions, products, and yield Reactants: [F-].[K+] (KF), BrC1=C(C=CC=C1)Cl (2-Bromochlorobenzene), C1(=CC=CC=C1)B(O)O (phenylboronic acid), Pd(dba)2 Ph5FcP(t-Bu)2. Run in C1CCOC1 (THF). Yields the product ClC1=C(C=CC=C1)C1=CC=CC=C1 (2-chloro-1,1′-biphenyl). Isolated yield 93.3%. As a reaction SMILES: Br[C:2]1[CH:7]=[CH:6][CH:5]=[CH:4][C:3]=1[Cl:8].[C:9]1(B(O)O)[CH:14]=[CH:13][CH:12]=[CH:11][CH:10]=1.[F-].[K+]>C1COCC1>[Cl:8][C:3]1[CH:4]=[CH:5][CH:6]=[CH:7][C:2]=1[C:9]1[CH:14]=[CH:13][CH:12]=[CH:11][CH:10]=1 |f:2.3|. Procedure: 2-Bromochlorobenzene (96 mg, 0.50 mmol) reacted with phenylboronic acid (79 mg, 0.65 mmol) using 1/2 mol % of Pd(dba)2/Ph5FcP(t-Bu)2 and KF (87 mg, 1.50 mmol) in THF at room temperature to give the title compound (88 mg, 93%) as a white solid: 1H-NMR (400 MHz, CDCl3): δ 7.40-7.19 (m, 9H). 13C{1H}-NMR (100 MHz, CDCl3): δ 140.45, 139.33, 132.43, 131.32, 129.88, 129.39, 128.47, 127.99, 127.55, 126.77. GC/MS(EI):188 (M+), 190, 152, 76. The reactants are C(=CC1=CC=CC=C1)[C@H]1C[C@@H](O[C@@H]1CO)N1C=NC=2C(N)=NC=NC12 (2',3'-Dideoxy-3'-C-styryladenosine), ON1C(C=2C(C1=O)=CC=CC2)=O (N-hydroxyphthalimide). Product: C1(C=2C(C(N1OC[C@@H]1[C@H](C[C@@H](O1)N1C=NC=3C(N)=NC=NC13)C=CC1=CC=CC=C1)=O)=CC=CC2)=O (2',3'-dideoxy-5'-O-phthalimido-3'-C-styryladenosine). Isolated yield 76.0%. RXN SMILES: [CH:1]([C@@H:9]1[C@@H:13]([CH2:14][OH:15])[O:12][C@@H:11]([N:16]2[C:25]3[N:24]=[CH:23][N:22]=[C:20]([NH2:21])[C:19]=3[N:18]=[CH:17]2)[CH2:10]1)=[CH:2][C:3]1[CH:8]=[CH:7][CH:6]=[CH:5][CH:4]=1.O[N:27]1[C:31](=[O:32])[C:30]2=[CH:33][CH:34]=[CH:35][CH:36]=[C:29]2[C:28]1=[O:37]>>[C:31]1(=[O:32])[N:27]([O:15][CH2:14][C@H:13]2[O:12][C@@H:11]([N:16]3[C:25]4[N:24]=[CH:23][N:22]=[C:20]([NH2:21])[C:19]=4[N:18]=[CH:17]3)[CH2:10][C@@H:9]2[CH:1]=[CH:2][C:3]2[CH:4]=[CH:5][CH:6]=[CH:7][CH:8]=2)[C:28](=[O:37])[C:29]2=[CH:36][CH:35]=[CH:34][CH:33]=[C:30]12. Reported procedure: 2',3'-Dideoxy-3'-C-styryladenosine underwent standard Mitsunobu reaction with N-hydroxyphthalimide to provide 2',3'-dideoxy-5'-O-phthalimido-3'-C-styryladenosine in 76% yield with a melting point of 145°-147° C. Anal.: C26H22N6O4.1/4 H2O Calcd.: C% 64.12; H% 4.65; N% 17.25; Found: C% 63.96; H% 4.58; N% 17.51. The reactants are Cl.BrC1=C(C=CC(=C1)C)NN (2-bromo-4-methyl-phenylhydrazine hydrochloride), C1(CCCCC1)C1=CC=C(N)C=C1 (4-cyclohexylaniline). The product is Cl.C1(CCCCC1)C1=CC=C(C=C1)NN (4-Cyclohexylphenylhydrazine hydrochloride). RXN SMILES: [ClH:1].Br[C:3]1[CH:8]=[C:7]([CH3:9])[CH:6]=[CH:5][C:4]=1[NH:10][NH2:11].[CH:12]1(C2C=CC(N)=CC=2)[CH2:17][CH2:16]C[CH2:14][CH2:13]1>>[ClH:1].[CH:9]1([C:7]2[CH:6]=[CH:5][C:4]([NH:10][NH2:11])=[CH:3][CH:8]=2)[CH2:16][CH2:17][CH2:12][CH2:13][CH2:14]1 |f:0.1,3.4|. Procedure details: 4-Cyclohexylphenylhydrazine hydrochloride (35.6 g) was prepared as described for 2-bromo-4-methyl-phenylhydrazine hydrochloride in Example 4, except using 4-cyclohexylaniline as starting material. ##STR44##